From a dataset of the Open Reaction Database (ORD), a public repository of structured organic reaction records. describe an organic reaction: reactants, conditions, products, and yield Starting materials: C(C)(=O)O[C@@H]1[C@@H](O[C@@H]([C@H]1OC(C)=O)COC(C)=O)N1C(NC(C(=C1)[Sn](C)(C)C)=O)=O (1-(2′,3′,5′-Tri-O-acetyl-β-D-arabinofuranosyl)-5-trimethylstannylpyrimidin-2,4(3H)-dione), C[O-].[Na+].CO (NaOMe MeOH). Run in CO (MeOH). Conditions: temperature 0 celsius. The product is [C@@H]1([C@@H](O)[C@H](O)[C@H](O1)CO)N1C(NC(C(=C1)[Sn](C)(C)C)=O)=O (1-(β-D-arabinofuranosyl)-5-trimethylstannylpyrimidin-2,4(3H)-dione). Reaction SMILES: C([O:4][C@H:5]1[C@H:9]([O:10]C(=O)C)[C@@H:8]([CH2:14][O:15]C(=O)C)[O:7][C@H:6]1[N:19]1[CH:24]=[C:23]([Sn:25]([CH3:28])([CH3:27])[CH3:26])[C:22](=[O:29])[NH:21][C:20]1=[O:30])(=O)C.C[O-].[Na+].CO>CO>[C@@H:6]1([N:19]2[CH:24]=[C:23]([Sn:25]([CH3:26])([CH3:28])[CH3:27])[C:22](=[O:29])[NH:21][C:20]2=[O:30])[O:7][C@H:8]([CH2:14][OH:15])[C@@H:9]([OH:10])[C@@H:5]1[OH:4] |f:1.2.3|. Procedure: 250 mg (0.45 mmol) of the above product 6 as the starting material is dissolved in 15 mL of MeOH and cooled to 0° C. Then 5 mL of 0.01N NaOMe/MeOH is added with continuously stirring. After the starting material completely disappears, a cationic exchange resin (Dowex 500 WX8-400, H+form) is used to neutralize. After filtration, the solution is concentrated at reduced pressure at 30° C. to obtain a product (1-(β-D-arabinofuranosyl)-5-trimethylstannylpyrimidin-2,4(3H)-dione) 7. Its weight and yiel... Reaction conditions: temperature 50 celsius, time 12 hour. Procedure details: To a mixture of 4-bromo-3,5-dimethylphenol (300 mg) and Cs2CO3 (600 mg) in N,N-dimethylformamide (3 mL) is added 3-hydroxy-3-methylcyclopentyl 4-methylbenzenesulfonate (275 mg). The mixture is stirred for 12 hours at 50° C. and then partitioned between water and diethylether. The organic phase is dried (MgSO4) and concentrated. The residue is chromatographed on silica gel (petrole ether/ethyl acetate 90:10→30:70). The enantiomers are separated by SFC on chiral phase (column: Daicel IA, 5 μm, 250... RXN SMILES: [Br:1][C:2]1[C:7]([CH3:8])=[CH:6][C:5]([OH:9])=[CH:4][C:3]=1[CH3:10].C([O-])([O-])=O.[Cs+].[Cs+].CC1C=CC(S(O[CH:28]2[CH2:32][CH2:31][C:30]([OH:34])([CH3:33])[CH2:29]2)(=O)=O)=CC=1>CN(C)C=O>[Br:1][C:2]1[C:7]([CH3:8])=[CH:6][C:5]([O:9][CH:28]2[CH2:32][CH2:31][C:30]([CH3:33])([OH:34])[CH2:29]2)=[CH:4][C:3]=1[CH3:10] |f:1.2.3|. Solvent: CN(C=O)C (N,N-dimethylformamide). Product: BrC1=C(C=C(OC2CC(CC2)(O)C)C=C1C)C (3-(4-Bromo-3,5-dimethylphenoxy)-1-methylcyclopentanol). Reactants: BrC1=C(C=C(C=C1C)O)C (4-bromo-3,5-dimethylphenol), C(=O)([O-])[O-].[Cs+].[Cs+] (Cs2CO3), CC1=CC=C(C=C1)S(=O)(=O)OC1CC(CC1)(C)O (3-hydroxy-3-methylcyclopentyl 4-methylbenzenesulfonate). The reactants are CC#N, O=C1CCC(=O)N1I, Nc1nccc2ccoc12. Product: Nc1ncc(I)c2ccoc12. As a reaction SMILES: [CH3:19][C:20]#[N:21].[O:11]=[C:12]1[N:13]([I:18])[C:14](=[O:15])[CH2:16][CH2:17]1.[o:1]1[cH:2][cH:3][c:4]2[c:5]1[c:6]([NH2:10])[n:7][cH:8][cH:9]2>>[o:1]1[cH:2][cH:3][c:4]2[c:5]1[c:6]([NH2:10])[n:7][cH:8][c:9]2[I:18]. The reactants are N#N.CON(C=1NC(C=2N=CN(C2N1)C(CC(COC)CO)OC(C1=CC=CC=C1)(C1=CC=CC=C1)C1=CC=CC=C1)=O)C(C1=CC=CC=C1)(C1=CC=CC=C1)C1=CC=CC=C1 (N2 monomethoxytrityl-9-(4-monomethoxytrityloxy-3-hydroxymethylbut-1-yl)guanine), C(CCCCC)(=O)Cl (hexanoyl chloride), N1=CC=CC=C1 (pyridine). Run at time 20 minute. The product is C(CCCCC)(=O)OCC(CCN1C=2N=C(NC(C2N=C1)=O)N)CO (9-(4-hexanoyloxy-3-hydroxymethylbut-1-yl)guanine). The yield is 38.0%. RXN SMILES: N#N.CO[N:5](C(C1C=CC=CC=1)(C1C=CC=CC=1)C1C=CC=CC=1)[C:6]1[NH:7][C:8](=[O:43])[C:9]2[N:10]=[CH:11][N:12]([CH:15](OC(C3C=CC=CC=3)(C3C=CC=CC=3)C3C=CC=CC=3)[CH2:16][CH:17]([CH2:21][OH:22])[CH2:18][O:19][CH3:20])[C:13]=2[N:14]=1.C(Cl)(=[O:69])CCCCC.N1[CH:76]=[CH:75][CH:74]=[CH:73][CH:72]=1>>[C:20]([O:19][CH2:18][CH:17]([CH2:21][OH:22])[CH2:16][CH2:15][N:12]1[CH:11]=[N:10][C:9]2[C:8](=[O:43])[NH:7][C:6]([NH2:5])=[N:14][C:13]1=2)(=[O:69])[CH2:72][CH2:73][CH2:74][CH2:75][CH3:76] |f:0.1|. Procedure details: To a solution of N2 -monomethoxytrityl-9-(4-monomethoxytrityloxy-3-hydroxymethylbut-1-yl)guanine (0.72 g, 0.9 mmol) in pyridine (4 ml) was added hexanoyl chloride (0.38 ml, 2.7 mmol) and the solution was stirred for 20 minutes. The mixture was precipitated in water (40 ml) and the resulting precipitate was stirred in 80% acetic acid (10 ml) at 80° for 45 minutes. The solvent was removed and the residue purified by column chromatography on silica gel eluting with chloroform-methanol mixtures (7:1... Reactants: [H+].[B-](F)(F)(F)F (borofluoric acid), Cl.CC1=CC=2C3=C(NC2C=C1)CCNC3 (8-methyl-2,3,4,5-tetrahydro-1H-pyrido[4,3-b]indole hydrochloride). Reagents/catalysts: [Pt](=O)=O (platinum dioxide). Run in O (water). Yields the product CC1=CC=2C3C(NC2C=C1)CCNC3 (8-methyl-2,3,4,4a,5,9b-hexahydro-1H-pyrido[4,3-b]indole). Yield: 87.2%. Reaction SMILES: [H+].[B-](F)(F)(F)F.Cl.[CH3:8][C:9]1[CH:17]=[CH:16][C:15]2[NH:14][C:13]3[CH2:18][CH2:19][NH:20][CH2:21][C:12]=3[C:11]=2[CH:10]=1>[Pt](=O)=O.O>[CH3:8][C:9]1[CH:17]=[CH:16][C:15]2[NH:14][CH:13]3[CH2:18][CH2:19][NH:20][CH2:21][CH:12]3[C:11]=2[CH:10]=1 |f:0.1,2.3|. Procedure details: To a mixture of water (50 ml) and 42 % borofluoric acid (18 ml) is added 8-methyl-2,3,4,5-tetrahydro-1H-pyrido[4,3-b]indole hydrochloride (5.7 g), and the mixture is subjected to a catalytic reduction under heating in the presence of platinum dioxide (0.2 g). When hydrogen (820 ml) is absorbed, the catalyst is filtered off and the filtrate is made alkaline with aqueous ammonia, salted out with potassium carbonate and extracted with benzene. The benzene layer is washed with water, dried over anhy... The reactants are CN1C=CC2=C(C=CC=C12)[N+](=O)[O-] (1-methyl-4-nitro-1H-indole), B.O1CCCC1 (borane tetrahydrofuran), FC(C(=O)O)(F)F (trifluoroacetic acid). The solvent is C([O-])([O-])=O.[Na+].[Na+] (sodium carbonate). Run at time 90 minute. Yields the product CN1CCC2=C(C=CC=C12)[N+](=O)[O-] (1-Methyl-4-nitro-2,3-dihydro-1H-indole). The yield is 51.3%. As a reaction SMILES: [CH3:1][N:2]1[C:10]2[C:5](=[C:6]([N+:11]([O-:13])=[O:12])[CH:7]=[CH:8][CH:9]=2)[CH:4]=[CH:3]1.B.O1CCCC1.FC(F)(F)C(O)=O>C(=O)([O-])[O-].[Na+].[Na+]>[CH3:1][N:2]1[C:10]2[C:5](=[C:6]([N+:11]([O-:13])=[O:12])[CH:7]=[CH:8][CH:9]=2)[CH2:4][CH2:3]1 |f:1.2,4.5.6|. Reported procedure: To a stirred solution of 1-methyl-4-nitro-1H-indole (3.8 g, Organic Process Research and Development 2001 5 (6) 604) and borane-tetrahydrofuran complex (1M in tetrahydrofuran, 86.3 ml) at 0° C. under an atmosphere of nitrogen was added, dropwise, trifluoroacetic acid (88 ml). The resulting mixture was allowed to warm to room temperature and stirred at room temperature for 90 min. The mixture was cautiously added to 2M sodium carbonate solution (750 ml) over 20 min and then stirred for 30 min. Th... The reactants are C1CCOC1, [Li]CCCC, CS(C)(=O)=O, BrCc1cccc(I)c1. Yields the product CS(=O)(=O)CCc1cccc(I)c1. Reaction SMILES: [CH2:20]1[O:21][CH2:22][CH2:23][CH2:24]1.[CH2:6]([Li:7])[CH2:8][CH2:9][CH3:10].[CH3:1][S:2](=[O:3])(=[O:4])[CH3:5].[I:11][c:12]1[cH:13][c:14]([CH2:15][Br:16])[cH:17][cH:18][cH:19]1>>[CH3:1][S:2](=[O:3])(=[O:4])[CH2:5][CH2:15][c:14]1[cH:13][c:12]([I:11])[cH:19][cH:18][cH:17]1.